describe an organic reaction: reactants, conditions, products, and yield From a dataset of the Open Reaction Database (ORD), a public repository of structured organic reaction records. Starting materials: C(CCCCC)C1C(=O)OC(CC1O)CCCCCCCCCCC (rac-(2RS,3RS,5SR)-2-hexyl-3-hydroxy-5-undecyl-δ-valerolactone), O1CCCC=C1 (3,4-dihydro-2H-pyran), [NH+]1=CC=CC=C1 (pyridinium), [OH-].[Na+] (sodium hydroxide). Solvent: CC(C)(C)OC (TBME). Conditions: time 2.5 hour. Product: C(C1=CC=CC=C1)OC(CC(C(C(=O)O)CCCCCC)O)CCCCC (rac-(2RS,3RS,5SR)-5-benzyloxy-2-hexyl-3-hydroxy-decanoic acid). RXN SMILES: [CH2:1]([CH:7]1[CH:13]([OH:14])[CH2:12][CH:11]([CH2:15][CH2:16][CH2:17][CH2:18][CH2:19]CCCCCC)[O:10][C:8]1=[O:9])[CH2:2][CH2:3][CH2:4][CH2:5][CH3:6].O1C=CC[CH2:28][CH2:27]1.[NH+]1[CH:37]=[CH:36][CH:35]=[CH:34][CH:33]=1.[OH-:38].[Na+]>CC(OC)(C)C>[CH2:33]([O:10][CH:11]([CH2:15][CH2:16][CH2:17][CH2:18][CH3:19])[CH2:12][CH:13]([OH:14])[CH:7]([CH2:1][CH2:2][CH2:3][CH2:4][CH2:5][CH3:6])[C:8]([OH:9])=[O:38])[C:34]1[CH:28]=[CH:27][CH:37]=[CH:36][CH:35]=1 |f:3.4|. Procedure: 177.3 mg of rac-(2RS,3RS,5SR)-2-hexyl-3-hydroxy-5-undecyl-δ-valerolactone (Example 1c)), 750 ml of TBME, 86.7 g of 97% 3,4-dihydro-2H-pyran and 0.314 g of pyridinium p-toluenesulphone were stirred at 50° under argon for 20 hours. 500 ml of 2N sodium hydroxide solution were added to the reaction solution. After stirring at 50° for 2.5 hours the aqueous phase was separated and the organic phase was washed with 500 ml of 10% sodium chloride solution. salt slurry was cooled, treated under argon in s...